This data is from the Open Reaction Database (ORD), a public repository of structured organic reaction records. The task is: describe an organic reaction: reactants, conditions, products, and yield Starting materials: ClC1=NC2=C(C=C(C=C2C(=C1C1=CC=CC=C1)Cl)C=O)C (2,4-dichloro-8-methyl-3-phenylquinoline-6-carbaldehyde), ClC1=NC2=C(C=C(C=C2C(=C1C1=CC=CC=C1)Cl)C=O)C (2,4-dichloro-8-methyl-3-phenylquinoline-6-carbaldehyde), LaCl3-2LiCl, BrC=1C=CC(=NC1)C (5-bromo-2-methylpyridine), C(C)(C)[Mg]Cl.[Li+].[Cl-] (iPrMgCl LiCl). Reagents/catalysts: O=[Mn]=O (MnO2). Solvent: C(Cl)Cl.CO (DCM MeOH), C(Cl)Cl (DCM). Reaction conditions: time 30 minute. Yields the product ClC1=NC2=C(C=C(C=C2C(=C1C1=CC=CC=C1)Cl)C(=O)C=1C=NC(=CC1)C)C ((2,4-Dichloro-8-methyl-3-phenylquinolin-6-yl)(6-methylpyridin-3-yl)methanone). Reaction SMILES: Br[C:2]1[CH:3]=[CH:4][C:5]([CH3:8])=[N:6][CH:7]=1.C([Mg]Cl)(C)C.[Li+].[Cl-].[Cl:16][C:17]1[C:26]([C:27]2[CH:32]=[CH:31][CH:30]=[CH:29][CH:28]=2)=[C:25]([Cl:33])[C:24]2[C:19](=[C:20]([CH3:36])[CH:21]=[C:22]([CH:34]=[O:35])[CH:23]=2)[N:18]=1>C(Cl)Cl.C(Cl)Cl.CO.O=[Mn]=O>[Cl:16][C:17]1[C:26]([C:27]2[CH:32]=[CH:31][CH:30]=[CH:29][CH:28]=2)=[C:25]([Cl:33])[C:24]2[C:19](=[C:20]([CH3:36])[CH:21]=[C:22]([C:34]([C:2]3[CH:7]=[N:6][C:5]([CH3:8])=[CH:4][CH:3]=3)=[O:35])[CH:23]=2)[N:18]=1 |f:1.2.3,6.7|. Reported procedure: A solution of 5-bromo-2-methylpyridine (380 mg, 2.21 mmol) in DCM (2.2 mL) was stirred on an ice bath while iPrMgCl—LiCl (1.84 mL, 1.2 M in THF, 2.21 mmol) was added dropwise over 1-2 min under argon. After 30 min stirring at room temperature, the dark brown Grignard solution was added dropwise over 1-2 min to a slurry of 2,4-dichloro-8-methyl-3-phenylquinoline-6-carbaldehyde (460 mg, 1.46 mmol, Intermediate 47, step b) in LaCl3-2LiCl (2.60 mL, 0.56 M in THF, 1.46 mmol) on an ice bath under argo... The reactants are ClC(C(=O)OCC)(Cl)Cl (ethyl trichloroacetate), [Cl-].C(C)[Al+]CC (diethylaluminium chloride), C1OC2(CC3=CC[C@H]4[C@@H]5C[C@@H](C([C@@]5(C)CC[C@@]4([C@]3(CC2)C)O)=O)C)OC1 (3,3-ethylenedioxy-9α-hydroxy-16β-methylandrost-5-en-17-one). The reagents and catalysts are [Zn] (zinc). The solvent is C1(=CC=CC=C1)C.CC(=O)C (toluene acetone). Yields the product crude product, Cl\C(\C(=O)OCC)=C\1/[C@H](C[C@H]2[C@@H]3CC=C4CC5(CC[C@]4(C)[C@]3(CC[C@]12C)O)OCCO5)C (Ethyl (20E)-20-chloro-3,3-ethylenedioxy-9α-hydroxy-16β-methylpregna-5,17(20)-dien-21-oate). RXN SMILES: [CH2:1]1[CH2:26][O:25][C:3]2([CH2:20][CH2:19][C@@:18]3([CH3:21])[C:5](=[CH:6][CH2:7][C@@H:8]4[C@:17]3([OH:22])[CH2:16][CH2:15][C@@:13]3([CH3:14])[C@H:9]4[CH2:10][C@H:11]([CH3:24])[C:12]3=O)[CH2:4]2)[O:2]1.[Cl:27][C:28](Cl)(Cl)[C:29]([O:31][CH2:32][CH3:33])=[O:30].[Cl-].C([Al+]CC)C>[Zn].C1(C)C=CC=CC=1.CC(C)=O>[Cl:27]/[C:28](=[C:12]1\[C@@H:11]([CH3:24])[CH2:10][C@@H:9]2[C@:13]\1([CH3:14])[CH2:15][CH2:16][C@@:17]1([OH:22])[C@H:8]2[CH2:7][CH:6]=[C:5]2[C@:18]1([CH3:21])[CH2:19][CH2:20][C:3]1([O:25][CH2:26][CH2:1][O:2]1)[CH2:4]2)/[C:29]([O:31][CH2:32][CH3:33])=[O:30] |f:2.3,5.6|. Procedure: Using the procedure of Example 18, 3,3-ethylenedioxy-9α-hydroxy-16β-methylandrost-5-en-17-one (3.60 g) was reacted with ethyl trichloroacetate (2.78 ml) in the presence of zinc dust (2.83 g) and diethylaluminium chloride (20 ml, 1M in hexane). Chromatography (silica gel, toluene/acetone 3/1) of the crude product (3.0 g) afforded the title compound as a single isomer. Reaction SMILES: [C:1](=[O:2])([OH:3])[CH2:4][n:5]1[n:6][n:7][n:8][c:9]1[SH:10].[CH3:11][OH:12]>>[C:1]([O:2][CH3:11])(=[O:3])[CH2:4][n:5]1[n:6][n:7][n:8][c:9]1[SH:10]. Starting materials: O=C(O)Cn1nnnc1S, CO. The product is COC(=O)Cn1nnnc1S. Starting materials: FC(OC1=CC=C(C=C1)N=C=O)(F)F (p-trifluoromethoxyphenyl isocyanate), C1(=CC=CC=C1)C (toluene), C1(=CC=CC=C1)N=C=O (phenyl isocyanate), solution, C(C)(=O)[O-].[K+].C1COCCOCCOCCOCCOCCO1 (potassium acetate 18-Crown-6), [N-]=C=O (isocyanate). Solvent: C(C)(=O)OCCCC (butyl acetate). Run at temperature 30 celsius. The product is isocyanurates 1,3-(di-p-trifluoromethoxyphenyl)-5-phenyl-1,3,5-triazine-2,4,6(1H,3H,5H)-trione, C1(=CC=CC=C1)N1C(N(C(N(C1=O)C1=CC=CC=C1)=O)C1=CC=C(C=C1)OC(F)(F)F)=O (3,5-diphenyl-1-(p-trifluoromethoxyphenyl)-1,3,5-triazine-2,4,6(1H,3H,5H)-trione). Isolated yield 73.0%. As a reaction SMILES: [F:1][C:2]([F:14])([F:13])[O:3][C:4]1[CH:9]=[CH:8][C:7]([N:10]=[C:11]=[O:12])=[CH:6][CH:5]=1.C([O-])(=O)C.[K+].C1OCCOCCOCCOCCOCCOC1.[C:38]1([N:44]=[C:45]=[O:46])[CH:43]=[CH:42][CH:41]=[CH:40][CH:39]=1.[N-:47]=[C:48]=[O:49].[C:50]1(C)[CH:55]=[CH:54][CH:53]=[CH:52][CH:51]=1>C(OCCCC)(=O)C>[C:38]1([N:44]2[C:45](=[O:46])[N:47]([C:50]3[CH:55]=[CH:54][CH:53]=[CH:52][CH:51]=3)[C:48](=[O:49])[N:10]([C:7]3[CH:6]=[CH:5][C:4]([O:3][C:2]([F:13])([F:14])[F:1])=[CH:9][CH:8]=3)[C:11]2=[O:12])[CH:43]=[CH:42][CH:41]=[CH:40][CH:39]=1 |f:1.2.3|. Procedure details: 11.5 g of p-trifluoromethoxyphenyl isocyanate are dissolved in 10 ml of toluene and are mixed at 25° C. with 10 ml of a 0.02 molar solution of potassium acetate/18-Crown-6 (1:1) in butyl acetate. After the reaction mixture has heated itself to 30° C., 5.0 g of phenyl isocyanate are added over a period of 5 minutes and the mixture is stirred until all the isocyanate has reacted. After separating by column chromatography, the two mixed isocyanurates 1,3-(di-p-trifluoromethoxyphenyl)-5-phenyl-1,3,5... Reactants: Sc1ccccc1Br, Cl, O=C(O)c1cc([N+](=O)[O-])ccc1F, [K+], [OH-], O. Product: O=C(O)c1cc([N+](=O)[O-])ccc1Sc1ccccc1Br. Reaction SMILES: [Br:1][c:2]1[c:3]([SH:8])[cH:4][cH:5][cH:6][cH:7]1.[ClH:24].[F:11][c:12]1[c:13]([C:14](=[O:15])[OH:16])[cH:17][c:18]([N+:21](=[O:22])[O-:23])[cH:19][cH:20]1.[K+:10].[OH-:9].[OH2:25]>>[Br:1][c:2]1[c:3]([S:8][c:12]2[c:13]([C:14](=[O:15])[OH:16])[cH:17][c:18]([N+:21](=[O:22])[O-:23])[cH:19][cH:20]2)[cH:4][cH:5][cH:6][cH:7]1.